This data is from the Open Reaction Database (ORD), a public repository of structured organic reaction records. The task is: describe an organic reaction: reactants, conditions, products, and yield Starting materials: CC1(C)COC(c2ccc(S(=O)(=O)C[N+](=O)[O-])s2)(C(C)(C)C)OC1, O, O=C(O)C(F)(F)F. Product: CC(C)(C)C(=O)c1ccc(S(=O)(=O)C[N+](=O)[O-])s1. As a reaction SMILES: [C:1]([CH3:2])([CH3:3])([CH3:4])[C:5]1([c:13]2[cH:14][cH:15][c:16]([S:18](=[O:19])(=[O:20])[CH2:21][N+:22](=[O:23])[O-:24])[s:17]2)[O:6][CH2:12][C:9]([CH3:10])([CH3:11])[CH2:8][O:7]1.[OH2:32].[OH:25][C:26]([C:27]([F:28])([F:29])[F:30])=[O:31]>>[C:1]([CH3:2])([CH3:3])([CH3:4])[C:5](=[O:6])[c:13]1[cH:14][cH:15][c:16]([S:18](=[O:19])(=[O:20])[CH2:21][N+:22](=[O:23])[O-:24])[s:17]1. Reactants: ClC1=C(C(=O)Cl)C=CC=C1 (2-chlorobenzoyl chloride), NC1=NC=C(C=N1)[N+](=O)[O-] (2-amino-5-nitropyrimidine). The solvent is N1=CC=CC=C1 (pyridine). Yields the product ClC1=C(C(=O)NC2=NC=C(C=N2)[N+](=O)[O-])C=CC=C1 (2-(N-2-chlorobenzoyl)amino-5-nitropyrimidine). The yield is 43782.3%. As a reaction SMILES: [Cl:1][C:2]1[CH:10]=[CH:9][CH:8]=[CH:7][C:3]=1[C:4](Cl)=[O:5].[NH2:11][C:12]1[N:17]=[CH:16][C:15]([N+:18]([O-:20])=[O:19])=[CH:14][N:13]=1>N1C=CC=CC=1>[Cl:1][C:2]1[CH:10]=[CH:9][CH:8]=[CH:7][C:3]=1[C:4]([NH:11][C:12]1[N:17]=[CH:16][C:15]([N+:18]([O-:20])=[O:19])=[CH:14][N:13]=1)=[O:5]. Procedure details: 2-chlorobenzoyl chloride (577 mg, 3.3 mmol) was added dropwise to a stirred suspension of 2-amino-5-nitropyrimidine (420 mg, 3 mmol) in pyridine (5 ml) and the reaction was heated at reflux for 4 hours under an inert atmosphere followed by solvent removed in vacuo. Purification by flash chromatography on silica gel, eluting with 10–60% ethyl acetate in hexane yielded 2-(N-2-chlorobenzoyl)amino-5-nitropyrimidine (366 g, 44% yield) as a beige solid: Starting materials: O=P12OP3(=O)OP(=O)(O1)OP(=O)(O2)O3 (P2O5), BrC1=C(C=CC(=C1)C(=O)C1=CC=C(C=C1)Cl)NC(=O)CC(=O)O (2-([2-bromo-4-[(4-chlorophenyl)carbonyl]phenyl]carbamoyl) acetic acid). Run in [Cl-].[Na+] (sodium chloride). Run at temperature 80 celsius, time 1 hour. The product is BrC=1C=C(C=C2C(=CC(NC12)=O)O)C(=O)C1=CC=C(C=C1)Cl (8-bromo-6-[(4-chlorophenyl)carbonyl]-4-hydroxy-1,2-dihydroquinolin-2-one). Reaction SMILES: O=P12OP3(OP(OP(O3)(O1)=O)(=O)O2)=O.[Br:15][C:16]1[CH:21]=[C:20]([C:22]([C:24]2[CH:29]=[CH:28][C:27]([Cl:30])=[CH:26][CH:25]=2)=[O:23])[CH:19]=[CH:18][C:17]=1[NH:31][C:32]([CH2:34][C:35](O)=[O:36])=[O:33]>[Cl-].[Na+]>[Br:15][C:16]1[CH:21]=[C:20]([C:22]([C:24]2[CH:25]=[CH:26][C:27]([Cl:30])=[CH:28][CH:29]=2)=[O:23])[CH:19]=[C:18]2[C:17]=1[NH:31][C:32](=[O:33])[CH:34]=[C:35]2[OH:36] |f:2.3|. Procedure details: Into a 250-mL 3-necked round-bottom flask, was placed P2O5 (8.95 g, 63.03 mmol, 1.00 equip), and MSA (80.55 g). The resulting solution was stirred for 1 h at 80° C. and then the temperature was raised to 99° C. To the resulting mixture was then added 2-([2-bromo-4-[(4-chlorophenyl)carbonyl]phenyl]carbamoyl) acetic acid (25 g, 63.03 mmol, 1.00 equip) in several batches. The resulting solution was stirred for 3 h at 99° C. The resulting solution was cooled to room temperature and added dropwise in... The reactants are C(C)(C)(C)N (tert-butylamine), C(C)(C)(C)OC(=O)N[C@@H](CC1=CC=C(C=C1)OCC1=CC=CC=C1)C(=O)O (N-(tert-butyloxycarbonyl)-O-benzyl-L-tyrosine), O-benzotriazol-1-yl-N,N,N′,N′-bis(tetramethylene)-uronium hexafluoro phosphate, iPr NEt. Run in CN(C)C=O (DMF). Conditions: temperature 0 celsius, time 30 minute. The product is CC(C)(C)OC(N[C@H](C(=O)NC(C)(C)C)CC1=CC=CC=C1)=O ((S)-[2-[(1,1-dimethylethyl)amino]-2-oxo-1-(phenylmethyl)ethyl]-carbamic acid 1,1-dimethylethyl ester). Isolated yield 153.7%. RXN SMILES: [C:1]([O:5][C:6]([NH:8][C@H:9]([C:25]([OH:27])=O)[CH2:10][C:11]1[CH:16]=[CH:15][C:14](OCC2C=CC=CC=2)=[CH:13][CH:12]=1)=[O:7])([CH3:4])([CH3:3])[CH3:2].[C:28]([NH2:32])([CH3:31])([CH3:30])[CH3:29]>CN(C=O)C>[CH3:4][C:1]([O:5][C:6](=[O:7])[NH:8][C@@H:9]([CH2:10][C:11]1[CH:12]=[CH:13][CH:14]=[CH:15][CH:16]=1)[C:25]([NH:32][C:28]([CH3:31])([CH3:30])[CH3:29])=[O:27])([CH3:2])[CH3:3]. Procedure: A solution of N-(tert-butyloxycarbonyl)-O-benzyl-L-tyrosine (Bachem, 2.00 g, 5.38 mmol) in 20 mL of DMF was cooled to 0° C. and treated with iPr NEt (1.5 mL) followed by O-benzotriazol-1-yl-N,N,N′,N′-bis(tetramethylene)-uronium hexafluoro phosphate (2.04 g, 5.38 mmol, Novabiochem, La Jolla, Calif.). The resulting suspension was stirred for 30 minutes at 0° C. and then treated with tert-butylamine (0.48 g, 6.56 mmol). The reaction mixture was stirred for 1 hour at 0° C. and warmed to room tempera...